From a dataset of the Open Reaction Database (ORD), a public repository of structured organic reaction records. describe an organic reaction: reactants, conditions, products, and yield Reactants: CC(C)(C)OC(=O)N1CCNCC1, CCO, Clc1cccc(CNc2cncc(Cl)n2)c1, C1CCC2=NCCCN2CC1, O. The product is CC(C)(C)OC(=O)N1CCN(c2cncc(NCc3cccc(Cl)c3)n2)CC1. As a reaction SMILES: [C:17]([CH3:18])([CH3:19])([CH3:20])[O:21][C:22](=[O:23])[N:24]1[CH2:25][CH2:26][NH:27][CH2:28][CH2:29]1.[CH3:42][CH2:43][OH:44].[Cl:1][c:2]1[cH:3][c:4]([CH2:5][NH:6][c:7]2[n:8][c:9]([Cl:13])[cH:10][n:11][cH:12]2)[cH:14][cH:15][cH:16]1.[N:30]12[CH2:31][CH2:32][CH2:33][N:34]=[C:35]1[CH2:36][CH2:37][CH2:38][CH2:39][CH2:40]2.[OH2:41]>>[Cl:1][c:2]1[cH:3][c:4]([CH2:5][NH:6][c:7]2[n:8][c:9]([N:27]3[CH2:26][CH2:25][N:24]([C:22]([O:21][C:17]([CH3:18])([CH3:19])[CH3:20])=[O:23])[CH2:29][CH2:28]3)[cH:10][n:11][cH:12]2)[cH:14][cH:15][cH:16]1.